From a dataset of the Open Reaction Database (ORD), a public repository of structured organic reaction records. describe an organic reaction: reactants, conditions, products, and yield As a reaction SMILES: [B:22]([Cl:23])([Cl:24])[Cl:25].[Cl:26][CH2:27][Cl:28].[NH2:1][c:2]1[c:3]2[c:4]([n:5][cH:6][n:7]1)[n:8]([CH:12]1[C:13]([OH:14])([CH3:21])[CH:15]([OH:16])[CH:17]([CH2:19][OH:20])[O:18]1)[cH:9][c:10]2[CH3:11]>>[c:2]1([Cl:23])[c:3]2[c:4]([n:5][cH:6][n:7]1)[n:8]([CH:12]1[C:13]([OH:14])([CH3:21])[CH:15]([OH:16])[CH:17]([CH2:19][OH:20])[O:18]1)[cH:9][c:10]2[CH3:11]. Yields the product Cc1cn(C2OC(CO)C(O)C2(C)O)c2ncnc(Cl)c12. Reactants: ClB(Cl)Cl, ClCCl, Cc1cn(C2OC(CO)C(O)C2(C)O)c2ncnc(N)c12. Starting materials: C(C)C=1C(=C(C(=CC1)\C=C/C1=CC(=C(C(=C1)OC)OC)OC)O[Si](C)(C)C(C)(C)C)O[Si](C)(C)C(C)(C)C (3-Ethyl-6-[(Z)-2-(3,4,5-trimethoxyphenyl)vinyl]-1,2-di(tert-butyldimethylsilyloxy)benzene), [F-].[K+] (potassium fluoride), CN(C=O)C (Dimethylformamide), [F-].[K+] (KF). Solvent: C(C)(C)(C)OC (tertbutylmethyl ether), CO (methanol), C(C)(=O)O (acetic acid), C(C)(=O)O (acetic acid), C(C)(=O)O (acetic acid). Run at time 16 hour. The product is C(C)C=1C(=C(C(=CC1)\C=C/C1=CC(=C(C(=C1)OC)OC)OC)O)O (3-Ethyl-6-[(Z)-2-(3,4,5-trimethoxyphenyl)vinyl]-1,2-dihydroxybenzene). Reaction SMILES: [CH2:1]([C:3]1[C:4]([O:31][Si](C(C)(C)C)(C)C)=[C:5]([O:23][Si](C(C)(C)C)(C)C)[C:6](/[CH:9]=[CH:10]\[C:11]2[CH:16]=[C:15]([O:17][CH3:18])[C:14]([O:19][CH3:20])=[C:13]([O:21][CH3:22])[CH:12]=2)=[CH:7][CH:8]=1)[CH3:2].[F-].[K+].CN(C)C=O>CO.C(O)(=O)C.C(OC)(C)(C)C>[CH2:1]([C:3]1[C:4]([OH:31])=[C:5]([OH:23])[C:6](/[CH:9]=[CH:10]\[C:11]2[CH:12]=[C:13]([O:21][CH3:22])[C:14]([O:19][CH3:20])=[C:15]([O:17][CH3:18])[CH:16]=2)=[CH:7][CH:8]=1)[CH3:2] |f:1.2|. Procedure details: To a solution of 13 (0.15 g, 0.268 mmol) in methanol (2 mL), acetic acid was added acetic acid (0.032 mL, 0.563 mmol) followed by potassium fluoride (0.033 mg, 0.563 mmol). Dimethylformamide was then added (0.5 mL) and the mixture was stirred for 16 hours then more acetic acid (0.04 mL) and KF (0.033 mg) were added and the mixture stirred for 48 hours. The mixture was then diluted with tertbutylmethyl ether (50 mL) and washed with water (10 mL). The aqueous layer was re-extracted, the combined o... Starting materials: C(C)(C)C1=CC=C(C=C1)O (4-isopropylphenol), C(C1=CC=CC=C1)OC1=C(C=C(C=C1)C(C)(C)C)C(CC(C(F)(F)F)=O)(C)C (4-(2-benzyloxy-5-tert-butylphenyl)-1,1,1-trifluoro-4-methylpentan-2-one). Yields the product C(C1=CC=CC=C1)OC1=C(C=C(C=C1)C(C)C)C(CC(C(F)(F)F)=O)(C)C (4-(2-Benzyloxy-5-isopropylphenyl)-1,1,1-trifluoro-4-methylpentan-2-one). RXN SMILES: C(C1C=CC(O)=CC=1)(C)C.[CH2:11]([O:18][C:19]1[CH:24]=[CH:23][C:22]([C:25](C)([CH3:27])[CH3:26])=[CH:21][C:20]=1[C:29]([CH3:38])([CH3:37])[CH2:30][C:31](=[O:36])[C:32]([F:35])([F:34])[F:33])[C:12]1[CH:17]=[CH:16][CH:15]=[CH:14][CH:13]=1>>[CH2:11]([O:18][C:19]1[CH:24]=[CH:23][C:22]([CH:25]([CH3:26])[CH3:27])=[CH:21][C:20]=1[C:29]([CH3:38])([CH3:37])[CH2:30][C:31](=[O:36])[C:32]([F:35])([F:34])[F:33])[C:12]1[CH:13]=[CH:14][CH:15]=[CH:16][CH:17]=1. Procedure: 4-(2-Benzyloxy-5-isopropylphenyl)-1,1,1-trifluoro-4-methylpentan-2-one was prepared from 4-isopropylphenol in the same manner as described in the synthesis of 4-(2-benzyloxy-5-tert-butylphenyl)-1,1,1-trifluoro-4-methylpentan-2-one. Product: C(C)S(=O)(=O)C=1C=CC(=C(C(=O)O)C1)F (5-Ethanesulfonyl-2-fluoro-benzoic acid). Reaction SMILES: C([O:3][C:4](=[O:17])[C:5]1[CH:10]=[C:9]([S:11]([CH2:14][CH3:15])(=[O:13])=[O:12])[CH:8]=[CH:7][C:6]=1[F:16])C.O.O.[OH-].[Li+].Cl>O1CCCC1>[CH2:14]([S:11]([C:9]1[CH:8]=[CH:7][C:6]([F:16])=[C:5]([CH:10]=1)[C:4]([OH:17])=[O:3])(=[O:12])=[O:13])[CH3:15] |f:2.3.4|. Solvent: O1CCCC1 (tetrahydrofuran), O1CCCC1 (tetrahydrofuran). Procedure: To 10.8 mmol 5-ethanesulfonyl-2-fluoro-benzoic acid ethyl ester in 26 ml tetrahydrofuran was added 26 ml water and 16.1 mmol lithium hydroxide monohydrate and the reaction mixture was stirred at room temperature for 45 minutes. After such time, the reaction mixture was acidified with 1N HCl, tetrahydrofuran was evaporated and the aqueous phase was extracted twice with dichloromethane. The combined organic phases were dried over sodium sulfate and concentrated in vacuo to give the title compound ... The yield is 96.0%. Reaction conditions: time 45 minute. Reactants: C(C)OC(C1=C(C=CC(=C1)S(=O)(=O)CC)F)=O (5-ethanesulfonyl-2-fluoro-benzoic acid ethyl ester), O (water), O.[OH-].[Li+] (lithium hydroxide monohydrate), Cl (HCl). Starting materials: 98.1, C(=C)C(=O)C (methyl vinyl ketone), [Cl-].[Al+3].[Cl-].[Cl-] (aluminum chloride), C(Cl)Cl (methylene chloride), C=CC(=C)Cl (chloroprene). Solvent: O (Water). Reaction conditions: temperature 25 celsius, time 3 hour. Product: 61, ClC1=CCC(CC1)C(C)=O (1-chloro-4-acetyl-cyclohexene). Reaction SMILES: [CH:1]([C:3]([CH3:5])=[O:4])=[CH2:2].[Cl-].[Al+3].[Cl-].[Cl-].C(Cl)Cl.[CH2:13]=[CH:14][C:15]([Cl:17])=[CH2:16]>O>[Cl:17][C:15]1[CH2:14][CH2:13][CH:1]([C:3](=[O:4])[CH3:5])[CH2:2][CH:16]=1 |f:1.2.3.4|. Reported procedure: To a solution of 98.1 parts of methyl vinyl ketone, 187 parts of anhydrous aluminum chloride and 1980 parts of methylene chloride was added 123 parts of chloroprene and the mixture was stirred at 25° C. for three hours and left standing for another 16 hours. Water was added to the reaction mixture and the organic layer was washed with 5% hydrochloric acid. Distillation gave a center cut of 61 parts of 1-chloro-4-acetyl-cyclohexene (125°-6° C./20 mm Hg). Reference: A. A. Petrov and N. P. Sopov, C...